This data is from the Open Reaction Database (ORD), a public repository of structured organic reaction records. The task is: describe an organic reaction: reactants, conditions, products, and yield The reactants are ClC1=NC=NC2=CC(=C(C=C12)OC)OC (4-chloro-6,7-dimethoxy-quinazoline), C(C)(C)(C)OC(C1=CC(=CC=C1)OC1=C(C=C(C=C1)N)C)=O (3-(4-amino-2-methyl-phenoxy)-benzoic acid tert-butyl ester). The solvent is ClCCCl (1,2-dichloroethane), C(C)(C)(C)O (tert-butyl alcohol). Run at temperature 90 celsius. Product: Cl.COC=1C=C2C(=NC=NC2=CC1OC)NC1=CC(=C(OC=2C=C(C(=O)O)C=CC2)C=C1)C (3-[4-(6,7-Dimethoxy-quinazolin-4-ylamino)-2-methyl-phenoxy]-benzoic acid hydrochloride). Yield: 92.7%. As a reaction SMILES: [Cl:1][C:2]1[C:11]2[C:6](=[CH:7][C:8]([O:14][CH3:15])=[C:9]([O:12][CH3:13])[CH:10]=2)[N:5]=[CH:4][N:3]=1.C([O:20][C:21](=[O:37])[C:22]1[CH:27]=[CH:26][CH:25]=[C:24]([O:28][C:29]2[CH:34]=[CH:33][C:32]([NH2:35])=[CH:31][C:30]=2[CH3:36])[CH:23]=1)(C)(C)C>ClCCCl.C(O)(C)(C)C>[ClH:1].[CH3:13][O:12][C:9]1[CH:10]=[C:11]2[C:6](=[CH:7][C:8]=1[O:14][CH3:15])[N:5]=[CH:4][N:3]=[C:2]2[NH:35][C:32]1[CH:33]=[CH:34][C:29]([O:28][C:24]2[CH:23]=[C:22]([CH:27]=[CH:26][CH:25]=2)[C:21]([OH:37])=[O:20])=[C:30]([CH3:36])[CH:31]=1 |f:4.5|. Reported procedure: To a suspension of 4-chloro-6,7-dimethoxy-quinazoline (3.0 g, 13.35 mmol) in 1,2-dichloroethane (40 mL) and tert-butyl alcohol (40 mL) was added 3-(4-amino-2-methyl-phenoxy)-benzoic acid tert-butyl ester (3.99 g, 13.35 mmol). The reaction was heated at 90° C. for 90 minutes. The reaction was then cooled to room temperature and hydrogen chloride gas was bubbled through the solution for 40 minutes. A small amount of hot methanol was added to solublize the gummed solids. Solids then crashed out upo... The reactants are N[C@@H](CCSCC1=CC=CC=C1)C1=NN2C(C(N1C1=CC=CC=C1)=O)=CC=C2 ((S)-2-(1-Amino-3-(benzylthio)propyl)-3-phenylpyrrolo[2,1-f][1,2,4]triazin-4(3H)-one), NC1=NC=NC(=C1C#N)Cl (4-amino-6-chloropyrimidine-5-carbonitrile), C(C)(C)N(C(C)C)CC (N,N-diisopropylethylamine). Yields the product NC1=NC=NC(=C1C#N)N[C@@H](CCSCC1=CC=CC=C1)C1=NN2C(C(N1C1=CC=CC=C1)=O)=CC=C2 ((S)-4-Amino-6-((3-(benzylthio)-1-(4-oxo-3-phenyl-3,4-dihydropyrrolo[2,1-f][1,2,4]triazin-2-yl)propyl)amino)pyrimidine-5-carbonitrile). The yield is 78.6%. Reaction SMILES: [NH2:1][C@H:2]([C:13]1[N:18]([C:19]2[CH:24]=[CH:23][CH:22]=[CH:21][CH:20]=2)[C:17](=[O:25])[C:16]2=[CH:26][CH:27]=[CH:28][N:15]2[N:14]=1)[CH2:3][CH2:4][S:5][CH2:6][C:7]1[CH:12]=[CH:11][CH:10]=[CH:9][CH:8]=1.[NH2:29][C:30]1[C:35]([C:36]#[N:37])=[C:34](Cl)[N:33]=[CH:32][N:31]=1.C(N(CC)C(C)C)(C)C>>[NH2:29][C:30]1[C:35]([C:36]#[N:37])=[C:34]([NH:1][C@H:2]([C:13]2[N:18]([C:19]3[CH:24]=[CH:23][CH:22]=[CH:21][CH:20]=3)[C:17](=[O:25])[C:16]3=[CH:26][CH:27]=[CH:28][N:15]3[N:14]=2)[CH2:3][CH2:4][S:5][CH2:6][C:7]2[CH:8]=[CH:9][CH:10]=[CH:11][CH:12]=2)[N:33]=[CH:32][N:31]=1. Procedure details: (S)-2-(1-Amino-3-(benzylthio)propyl)-3-phenylpyrrolo[2,1-f][1,2,4]triazin-4(3H)-one (10 mg, 0.02 mmol) was treated with 4-amino-6-chloropyrimidine-5-carbonitrile (4 mg, 0.03 mmol) and N,N-diisopropylethylamine (24 μl, 0.14 mmol) according to the method described in Example 17. The residue was purified using SP1® Purification System (0% to 100% hexane-ethyl acetate) to obtain 8 mg (66% yield) of the title compound as a yellow solid. Purity 90%. Reactants: ClCCl, O=S(Cl)Cl, Cc1oc(-c2ccc(Cn3cnc4ccccc43)cc2)nc1CO. Reaction SMILES: [Cl:29][CH2:30][Cl:31].[S:25]([Cl:26])([Cl:27])=[O:28].[n:1]1([CH2:10][c:11]2[cH:12][cH:13][c:14](-[c:17]3[o:18][c:19]([CH3:24])[c:20]([CH2:22][OH:23])[n:21]3)[cH:15][cH:16]2)[cH:2][n:3][c:4]2[c:5]1[cH:6][cH:7][cH:8][cH:9]2>>[n:1]1([CH2:10][c:11]2[cH:12][cH:13][c:14](-[c:17]3[o:18][c:19]([CH3:24])[c:20]([CH2:22][Cl:27])[n:21]3)[cH:15][cH:16]2)[cH:2][n:3][c:4]2[c:5]1[cH:6][cH:7][cH:8][cH:9]2. The product is Cc1oc(-c2ccc(Cn3cnc4ccccc43)cc2)nc1CCl.